describe an organic reaction: reactants, conditions, products, and yield From a dataset of the Open Reaction Database (ORD), a public repository of structured organic reaction records. The reactants are ClCCl, O=S(=O)(OS(=O)(=O)C(F)(F)F)C(F)(F)F, Cc1cc(C#N)cc(C)c1O, c1ccncc1. Yields the product Cc1cc(C#N)cc(C)c1OS(=O)(=O)C(F)(F)F. As a reaction SMILES: [Cl:33][CH2:34][Cl:35].[F:1][C:2]([F:3])([F:4])[S:5](=[O:6])(=[O:7])[O:8][S:9]([C:10]([F:11])([F:12])[F:13])(=[O:14])=[O:15].[OH:16][c:17]1[c:18]([CH3:26])[cH:19][c:20]([C:21]#[N:22])[cH:23][c:24]1[CH3:25].[cH:27]1[cH:28][cH:29][n:30][cH:31][cH:32]1>>[F:1][C:2]([F:3])([F:4])[S:5](=[O:6])(=[O:7])[O:8][c:17]1[c:18]([CH3:26])[cH:19][c:20]([C:21]#[N:22])[cH:23][c:24]1[CH3:25]. Starting materials: [OH-].[K+] (potassium hydroxide), resultant mixture, C1(=CC=CC=C1)CC=O (phenylacetaldehyde), C(CCS)S (1,3-propanedithiol), B(F)(F)F.CCOCC (boron trifluoride etherate). Solvent: C(Cl)Cl (methylene chloride). Reaction conditions: time 3 hour. Product: C1(=CC=CC=C1)CC1SCCCS1 (2-Phenylmethyl-1,3-dithiane). Yield: 91.0%. RXN SMILES: [C:1]1([CH2:7][CH:8]=O)[CH:6]=[CH:5][CH:4]=[CH:3][CH:2]=1.[CH2:10]([SH:14])[CH2:11][CH2:12][SH:13].B(F)(F)F.CCOCC.[OH-].[K+]>C(Cl)Cl>[C:1]1([CH2:7][CH:8]2[S:14][CH2:10][CH2:11][CH2:12][S:13]2)[CH:6]=[CH:5][CH:4]=[CH:3][CH:2]=1 |f:2.3,4.5|. Procedure details: To a solution of 33.9 g (280 mmol) of phenylacetaldehyde and 35.6 g (330 mmol) of 1,3-propanedithiol in 300 mL of methylene chloride at 0° C., was added, dropwise over a period of 30 minutes, 10 mL of boron trifluoride etherate. The reaction mixture was allowed to warm to ambient temperature and stirred for 3 h at ambient temperature. The reaction mixture was made basic by the addition of 180 mL of 5% aqueous potassium hydroxide solution and the resultant mixture was stirred for 0.5 h. The layer... The reactants are O=C1C(SC2=C(CC1)C=CC=C2)(C(=O)OC)CCCN2CCN(CC2)C2=CC=CC=C2 (methyl 3-oxo-2-[3-(4-phenyl-1-piperazinyl)propyl]-2,3,4,5-tetrahydro-1-benzothiepin-2-carboxylate), [BH4-].[Na+] (sodium borohydride), O (water). The solvent is CO (methanol). Yields the product OC1C(SC2=C(CC1)C=CC=C2)(C(=O)OC)CCCN2CCN(CC2)C2=CC=CC=C2 (methyl 3-hydroxy-2-[3-(4-phenyl-1-piperazinyl)propyl]-2,3,4,5-tetrahydro-1-benzothiepin-2-carboxylate). The yield is 74.7%. Reaction SMILES: [O:1]=[C:2]1[CH2:8][CH2:7][C:6]2[CH:9]=[CH:10][CH:11]=[CH:12][C:5]=2[S:4][C:3]1([CH2:17][CH2:18][CH2:19][N:20]1[CH2:25][CH2:24][N:23]([C:26]2[CH:31]=[CH:30][CH:29]=[CH:28][CH:27]=2)[CH2:22][CH2:21]1)[C:13]([O:15][CH3:16])=[O:14].[BH4-].[Na+].O>CO>[OH:1][CH:2]1[CH2:8][CH2:7][C:6]2[CH:9]=[CH:10][CH:11]=[CH:12][C:5]=2[S:4][C:3]1([CH2:17][CH2:18][CH2:19][N:20]1[CH2:25][CH2:24][N:23]([C:26]2[CH:27]=[CH:28][CH:29]=[CH:30][CH:31]=2)[CH2:22][CH2:21]1)[C:13]([O:15][CH3:16])=[O:14] |f:1.2|. Procedure details: To a solution of 0.2 g of methyl 3-oxo-2-[3-(4-phenyl-1-piperazinyl)propyl]-2,3,4,5-tetrahydro-1-benzothiepin-2-carboxylate obtained in Example 2 in 20 ml of methanol, 50 mg of sodium borohydride is added in small portions with stirring. After stirring for one hour, the reaction mixture is treated with water and extracted with ethyl acetate. The organic layer is washed with water, dried, and evaporated under reduced pressure. The residue is recrystallized from ethyl acetate-hexane, to give 0.15 ... Isolated yield 46.2%. Reactants: N(=[N+]=[N-])[C@]1([C@]([C@]([C@@](O1)(N1C(=O)NC(=O)C=C1)C)(O)C(C1=CC=CC=C1)=O)(O)C(C1=CC=CC=C1)=O)COC(C1=CC=CC=C1)=O (4′-Azido-1′-methyl-2′,3′,5′-O-tribenzoyluridine). Reaction conditions: time 14 hour. As a reaction SMILES: [N:1]([C@:4]1([CH2:36][O:37]C(=O)C2C=CC=CC=2)[O:8][C@@:7]([CH3:17])([N:9]2[CH:16]=[CH:15][C:13](=[O:14])[NH:12][C:10]2=[O:11])[C@:6](C(=O)C2C=CC=CC=2)([OH:18])[C@:5]1(C(=O)C1C=CC=CC=1)[OH:27])=[N+:2]=[N-:3]>N>[N:1]([C@:4]1([CH2:36][OH:37])[O:8][C@@:7]([CH3:17])([N:9]2[CH:16]=[CH:15][C:13](=[O:14])[NH:12][C:10]2=[O:11])[C@H:6]([OH:18])[C@@H:5]1[OH:27])=[N+:2]=[N-:3]. Procedure: 4′-Azido-1′-methyl-2′,3′,5′-O-tribenzoyluridine (37-7) (0.20 g, 0.34 mmol) was dissolved in saturated methanolic ammonia (50 mL), and the mixture was stirred at R.T. for 14 hours. The solvent was removed, and the residue was purified on a silica gel column (DCM/MeOH=50:1 to 30:1) to give (54) as a white solid (47 mg, 46.0%). 1H NMR (CD3OD, 400 MHz) δ8.15 (d, J=8.4 Hz, 1H), 5.63 (d, J=8.4 Hz, 1H), 4.73 (d, J=5.6 Hz, 1H), 4.17 (d, J=5.2 Hz, 1H), 3.67 (d, J=12.0 Hz, 1H), 3.55 (d, J=12.0 Hz, 1H), 1.... Yields the product N(=[N+]=[N-])[C@]1([C@H]([C@H]([C@@](O1)(N1C(=O)NC(=O)C=C1)C)O)O)CO (4′-azido-1′-methyluridine). Run in N (ammonia). The reactants are COC(OC)N(C)C, CNc1c(S(C)(=O)=O)ccc(C(=O)CC(=O)C2CC2)c1C, ClCCl. The product is CNc1c(S(C)(=O)=O)ccc(C(=O)C(=CN(C)C)C(=O)C2CC2)c1C. As a reaction SMILES: [CH3:22][O:23][CH:24]([N:25]([CH3:26])[CH3:27])[O:28][CH3:29].[CH:1]1([C:4]([CH2:5][C:6](=[O:7])[c:8]2[c:9]([CH3:20])[c:10]([NH:18][CH3:19])[c:11]([S:14](=[O:15])(=[O:16])[CH3:17])[cH:12][cH:13]2)=[O:21])[CH2:2][CH2:3]1.[Cl:30][CH2:31][Cl:32]>>[CH:1]1([C:4]([C:5]([C:6](=[O:7])[c:8]2[c:9]([CH3:20])[c:10]([NH:18][CH3:19])[c:11]([S:14](=[O:15])(=[O:16])[CH3:17])[cH:12][cH:13]2)=[CH:24][N:25]([CH3:26])[CH3:27])=[O:21])[CH2:2][CH2:3]1. As a reaction SMILES: [CH2:1]([c:2]1[cH:3][cH:4][cH:5][cH:6][cH:7]1)[O:8][c:9]1[cH:10][cH:11][c:12]([CH2:13][NH:14][C:15]2([CH2:44][CH2:45][C:46]([CH3:47])([CH3:48])[CH3:49])[C:16](=[O:43])[C:17]([C:26]3=[N:27][S:28](=[O:41])(=[O:42])[c:29]4[c:30]([cH:32][cH:33][c:34]([NH:36][S:37](=[O:38])(=[O:39])[CH3:40])[cH:35]4)[NH:31]3)=[C:18]([OH:25])[c:19]3[cH:20][cH:21][cH:22][cH:23][c:24]32)[cH:50][cH:51]1.[CH3:52][OH:53]>>[OH:8][c:9]1[cH:10][cH:11][c:12]([CH2:13][NH:14][C:15]2([CH2:44][CH2:45][C:46]([CH3:47])([CH3:48])[CH3:49])[C:16](=[O:43])[C:17]([C:26]3=[N:27][S:28](=[O:41])(=[O:42])[c:29]4[c:30]([cH:32][cH:33][c:34]([NH:36][S:37](=[O:38])(=[O:39])[CH3:40])[cH:35]4)[NH:31]3)=[C:18]([OH:25])[c:19]3[cH:20][cH:21][cH:22][cH:23][c:24]32)[cH:50][cH:51]1. The reactants are CC(C)(C)CCC1(NCc2ccc(OCc3ccccc3)cc2)C(=O)C(C2=NS(=O)(=O)c3cc(NS(C)(=O)=O)ccc3N2)=C(O)c2ccccc21, CO. Yields the product CC(C)(C)CCC1(NCc2ccc(O)cc2)C(=O)C(C2=NS(=O)(=O)c3cc(NS(C)(=O)=O)ccc3N2)=C(O)c2ccccc21. The reactants are CCOC(=O)C(C)(C)Br, CCO, CC(C)S, [K+], [OH-]. As a reaction SMILES: [Br:1][C:2]([C:3](=[O:4])[O:5][CH2:6][CH3:7])([CH3:8])[CH3:9].[CH2:16]([OH:17])[CH3:18].[CH3:10][CH:11]([CH3:12])[SH:13].[K+:15].[OH-:14]>>[C:2]([C:3](=[O:4])[O:5][CH2:6][CH3:7])([CH3:8])([CH3:9])[S:13][CH:11]([CH3:10])[CH3:12]. Yields the product CCOC(=O)C(C)(C)SC(C)C. Reactants: O=C(CC(=O)OCC)CC1CCOCC1 (ethyl 3-oxo-4-(tetrahydro-2H-pyran-4-yl)butanoate), [OH-].[Na+] (sodium hydroxide). Conditions: time 48 hour. Yields the product O=C(CC(=O)O)CC1CCOCC1 (3-oxo-4-(tetrahydro-2H-pyran-4-yl)butanoic acid). RXN SMILES: [O:1]=[C:2]([CH2:9][CH:10]1[CH2:15][CH2:14][O:13][CH2:12][CH2:11]1)[CH2:3][C:4]([O:6]CC)=[O:5].[OH-].[Na+]>>[O:1]=[C:2]([CH2:9][CH:10]1[CH2:15][CH2:14][O:13][CH2:12][CH2:11]1)[CH2:3][C:4]([OH:6])=[O:5] |f:1.2|. Procedure: A suspension of ethyl 3-oxo-4-(tetrahydro-2H-pyran-4-yl)butanoate (960 mg, 4.48 mmol) and 1N aqueous sodium hydroxide (9.00 mL, 9.00 mmol) was stirred at room temperature for 48 h. The reaction mixture was washed with diethyl ether and then acidified to pH 3 with 0.5N sulfuric acid. The mixture was extracted with ethyl acetate, and the organic layer was dried over sodium sulfate, filtrated and concentrated in vacuo to give 3-oxo-4-(tetrahydro-2H-pyran-4-yl)butanoic acid. MS (ESI): m/z 185 (M−H). Reactants: C(C1=CC=CC=C1)OC=1C=C(C(=O)O)C=C(C1C)Cl (3-benzyloxy-5-chloro-4-methyl-benzoic acid), S(=O)(Cl)Cl (thionylchloride). Run in C(C)#N (acetonitrile). Yields the product C(C1=CC=CC=C1)OC=1C=C(C(=O)Cl)C=C(C1C)Cl (3-benzyloxy-5-chloro-4-methyl-benzoyl chloride). Reaction SMILES: [CH2:1]([O:8][C:9]1[CH:10]=[C:11]([CH:15]=[C:16]([Cl:19])[C:17]=1[CH3:18])[C:12](O)=[O:13])[C:2]1[CH:7]=[CH:6][CH:5]=[CH:4][CH:3]=1.S(Cl)([Cl:22])=O>C(#N)C>[CH2:1]([O:8][C:9]1[CH:10]=[C:11]([CH:15]=[C:16]([Cl:19])[C:17]=1[CH3:18])[C:12]([Cl:22])=[O:13])[C:2]1[CH:7]=[CH:6][CH:5]=[CH:4][CH:3]=1. Procedure details: 350 mg 3-benzyloxy-5-chloro-4-methyl-benzoic acid in 10 ml acetonitrile are combined with 0.60 ml thionylchloride and gently refluxed for 15 minutes. Then the reaction mixture is evaporated down and evaporated again with toluene. The acid chloride is further reacted without any further purification.